The task is: describe an organic reaction: reactants, conditions, products, and yield. This data is from the Open Reaction Database (ORD), a public repository of structured organic reaction records. Reactants: CC(C)=O, Cl, COC=Cc1c(F)cc(C(C)(C)O)cc1F. Yields the product CC(C)(O)c1cc(F)c(CC=O)c(F)c1. Reaction SMILES: [CH3:18][C:19](=[O:20])[CH3:21].[ClH:17].[F:1][c:2]1[cH:3][c:4]([C:13]([CH3:14])([CH3:15])[OH:16])[cH:5][c:6]([F:12])[c:7]1[CH:8]=[CH:9][O:10][CH3:11]>>[F:1][c:2]1[cH:3][c:4]([C:13]([CH3:14])([CH3:15])[OH:16])[cH:5][c:6]([F:12])[c:7]1[CH2:8][CH:9]=[O:10]. Starting materials: [H-].[Na+] (sodium hydride), [Cl-].[NH4+] (ammonium chloride), C(C1=CC=CC=C1)Br (benzyl bromide), O1C[C@@H]1[C@H](C=C)O ((2R,3S)-1,2-epoxypent-4-ene-3-ol). The reagents and catalysts are [I-].C(CCC)[N+](CCCC)(CCCC)CCCC (tetra-n-butylammonium iodide). The solvent is C1CCOC1 (THF), C1CCOC1 (THF). Reaction conditions: time 20 minute. Yields the product C(C1=CC=CC=C1)O[C@H]([C@H]1CO1)C=C ((2R,3S)-3-benzyloxy-l,2-epoxy-4-pentene). Reaction SMILES: [H-].[Na+].[O:3]1[C@@H:5]([C@@H:6]([OH:9])[CH:7]=[CH2:8])[CH2:4]1.[CH2:10](Br)[C:11]1[CH:16]=[CH:15][CH:14]=[CH:13][CH:12]=1.[Cl-].[NH4+]>C1COCC1.[I-].C([N+](CCCC)(CCCC)CCCC)CCC>[CH2:10]([O:9][C@@H:6]([CH:7]=[CH2:8])[C@@H:5]1[O:3][CH2:4]1)[C:11]1[CH:16]=[CH:15][CH:14]=[CH:13][CH:12]=1 |f:0.1,4.5,7.8|. Procedure details: 428 mg of sodium hydride (60% in oil) was suspended in 8 ml of THF, and a THF solution (5 ml) of 970 mg of (2R,3S)-1,2-epoxypent-4-ene-3-ol was dropwise added thereto under an argon atmosphere at -10° C. The mixture was stirred at room temperature for 20 minutes. Then, 360 mg of tetra-n-butylammonium iodide and 1.27 ml of benzyl bromide were added thereto at -10° C. The mixture was stirred at room temperature for two hours, and then poured into a saturated ammonium chloride aqueous solution and ... Reactants: OCC1=CC=CC=2N=C(OC21)C2=CC=CC=C2 (7-Hydroxymethyl-2-phenyl-benzoxazole). The reagents and catalysts are O=[Mn]=O (MnO2). Run in CC(=O)C (acetone). Product: C1(=CC=CC=C1)C=1OC2=C(N1)C=CC=C2C=O (2-Phenyl-benzoxazole-7-carbaldehyde). Reaction SMILES: [OH:1][CH2:2][C:3]1[C:11]2[O:10][C:9]([C:12]3[CH:17]=[CH:16][CH:15]=[CH:14][CH:13]=3)=[N:8][C:7]=2[CH:6]=[CH:5][CH:4]=1>CC(C)=O.O=[Mn]=O>[C:12]1([C:9]2[O:10][C:11]3[C:3]([CH:2]=[O:1])=[CH:4][CH:5]=[CH:6][C:7]=3[N:8]=2)[CH:13]=[CH:14][CH:15]=[CH:16][CH:17]=1. Procedure: 10 mmol of the compound from Example XVI were boiled under reflux with 50 mmol of MnO2 (active) in 50 ml of acetone for 6 h, the solid was filtered off with suction and the filtrate was concentrated. The residue was recrystallized from isopropanol. M.p.: 107° C. Reactants: COC1=CC=C(\C=N\C=2C=C(C(=O)OC)C=CC2)C=C1 ((E)-methyl 3-(4-methoxybenzylideneamino)benzoate), C1(=CC=CC=C1)CC=O (2-phenylacetaldehyde), Cl (hydrochloric acid). Solvent: O1CCCC1 (tetrahydrofuran), CS(=O)C (DMSO). Conditions: temperature 70 celsius, time 8 hour. Product: COC1=CC=C(C=C1)C1=NC2=CC(=CC=C2C=C1C1=CC=CC=C1)C(=O)OC (methyl 2-(4-methoxyphenyl)-3-phenylquinoline-7-carboxylate). The yield is 4.7%. Reaction SMILES: [CH3:1][O:2][C:3]1[CH:20]=[CH:19][C:6](/[CH:7]=[N:8]/[C:9]2[CH:10]=[C:11]([CH:16]=[CH:17][CH:18]=2)[C:12]([O:14][CH3:15])=[O:13])=[CH:5][CH:4]=1.[C:21]1([CH2:27][CH:28]=O)[CH:26]=[CH:25][CH:24]=[CH:23][CH:22]=1.Cl>O1CCCC1.CS(C)=O>[CH3:1][O:2][C:3]1[CH:20]=[CH:19][C:6]([C:7]2[C:27]([C:21]3[CH:26]=[CH:25][CH:24]=[CH:23][CH:22]=3)=[CH:28][C:18]3[C:9](=[CH:10][C:11]([C:12]([O:14][CH3:15])=[O:13])=[CH:16][CH:17]=3)[N:8]=2)=[CH:5][CH:4]=1. Procedure: A mixture of (E)-methyl 3-(4-methoxybenzylideneamino)benzoate (1.1 g, 4.08 mmol, 1.00 equiv), 2-phenylacetaldehyde (480 mg, 4.00 mmol, 1.00 equiv), hydrochloric acid in tetrahydrofuran (0.5 mL, 10M) and DMSO (2 mL) was placed in a 10-mL sealed tube and stirred overnight at 70° C. in an oil bath. The resulting mixture was concentrated under vacuum and purified via Flash-Prep-HPLC (H2O/CH3CN=10% increasing to H2O/CH3CN=60% within 5 min; Detector, UV 254 nm) affording 70 mg (5%) of methyl 2-(4-meth... Starting materials: [Cl-], CS(=O)(=O)Nc1ccc(S(=O)(=O)O)cc1Oc1ccc(Cl)cc1Cl, ClCCl, NCc1ccccc1, c1ccncc1. Product: CS(=O)(=O)Nc1ccc(S(=O)(=O)NCc2ccccc2)cc1Oc1ccc(Cl)cc1Cl. Reaction SMILES: [Cl-:1].[Cl:2][c:3]1[c:4]([O:5][c:6]2[cH:7][c:8]([S:17](=[O:18])(=[O:19])[OH:20])[cH:9][cH:10][c:11]2[NH:12][S:13](=[O:14])(=[O:15])[CH3:16])[cH:21][cH:22][c:23]([Cl:25])[cH:24]1.[Cl:34][CH2:35][Cl:36].[NH2:26][CH2:27][c:28]1[cH:29][cH:30][cH:31][cH:32][cH:33]1.[cH:37]1[cH:38][cH:39][n:40][cH:41][cH:42]1>>[Cl:2][c:3]1[c:4]([O:5][c:6]2[cH:7][c:8]([S:17](=[O:19])(=[O:20])[NH:26][CH2:27][c:28]3[cH:29][cH:30][cH:31][cH:32][cH:33]3)[cH:9][cH:10][c:11]2[NH:12][S:13](=[O:14])(=[O:15])[CH3:16])[cH:21][cH:22][c:23]([Cl:25])[cH:24]1. The reactants are CCOCC (ether), OCCCNC1=NC2=C(N1C1=CC=C(C=C1)Cl)C=CC=C2 (2-(3-hydroxypropylamino)-1-(4-chlorophenyl)-benzimidazole), C(Cl)(Cl)Cl (chloroform). Product: ClC1=CC=C(C=C1)N1C(=NC2=C1C=CC=C2)NCCCCl (1-(4-Chlorophenyl)-2-(3-chloropropylamino)benzimidazole), Cl (hydrochloride). Reaction SMILES: O[CH2:2][CH2:3][CH2:4][NH:5][C:6]1[N:10]([C:11]2[CH:16]=[CH:15][C:14]([Cl:17])=[CH:13][CH:12]=2)[C:9]2[CH:18]=[CH:19][CH:20]=[CH:21][C:8]=2[N:7]=1.CCOCC.C(Cl)(Cl)[Cl:28]>>[Cl:17][C:14]1[CH:15]=[CH:16][C:11]([N:10]2[C:9]3[CH:18]=[CH:19][CH:20]=[CH:21][C:8]=3[N:7]=[C:6]2[NH:5][CH2:4][CH2:3][CH2:2][Cl:28])=[CH:12][CH:13]=1.[ClH:17]. Procedure details: Thionychloride (5ml.) is added dropwise to a stirred solution of 2-(3-hydroxypropylamino)-1-(4-chlorophenyl)-benzimidazole (5.75 g.) in chloroform (50 ml.) and the solution is heated under reflux for 2 hours. On cooling and dilution with ether the title compound is obtained as its hydrochloride.